Dataset: the Open Reaction Database (ORD), a public repository of structured organic reaction records. Task: describe an organic reaction: reactants, conditions, products, and yield Reactants: ClC1=C(C=CC(=C1)[N+](=O)[O-])CC(=O)OC (methyl 2-(2-chloro-4-nitrophenyl)acetate), [NH4+].[Cl-] (NH4Cl). The reagents and catalysts are [Fe] (Fe). Solvent: C(C)O.O (ethanol water). Reaction conditions: time 1 hour. Product: NC1=CC(=C(C=C1)CC(=O)OC)Cl (methyl 2-(4-amino-2-chlorophenyl)acetate). The yield is 83.2%. Reaction SMILES: [Cl:1][C:2]1[CH:7]=[C:6]([N+:8]([O-])=O)[CH:5]=[CH:4][C:3]=1[CH2:11][C:12]([O:14][CH3:15])=[O:13].[NH4+].[Cl-]>C(O)C.O.[Fe]>[NH2:8][C:6]1[CH:5]=[CH:4][C:3]([CH2:11][C:12]([O:14][CH3:15])=[O:13])=[C:2]([Cl:1])[CH:7]=1 |f:1.2,3.4|. Procedure details: To a solution of methyl 2-(2-chloro-4-nitrophenyl)acetate (step 3, 3.6 g, 15.6 mmol) in ethanol/water (4/1) were added Fe (4.4 g, 78.0 mmol) and NH4Cl (409 mg, 7.8 mmol). The mixture was stirred for 1 h under reflux temperature. The solvent was removed and the residue was diluted with CH2Cl2.The mixture was washed with brine, dried (MgSO4) and concentrated to give 2.59 g (83%) of title compound as orange oil.